Dataset: the Open Reaction Database (ORD), a public repository of structured organic reaction records. Task: describe an organic reaction: reactants, conditions, products, and yield Reactants: CC(C)C[AlH]CC(C)C (DIBAL-H), BrC=1C=C(C(=NC1)NC=1SC=C(N1)C)SC=1N(C(=CN1)C(=O)OC)C (Methyl 2-(5-bromo-2-(4-methylthiazol-2-ylamino)pyridin-3-ylthio)-1-methyl-1H-imidazole-5-carboxylate), CC(C)C[AlH]CC(C)C (DIBAL-H). The solvent is [C@@H]([C@H](C(=O)[O-])O)(C(=O)[O-])O.[Na+].[K+] (Rochelle's Salt), C1CCOC1 (THF). Reaction conditions: temperature 0 celsius, time 15 minute. The product is BrC=1C=C(C(=NC1)NC=1SC=C(N1)C)SC=1N(C(=CN1)CO)C ((2-(5-bromo-2-(4-methylthiazol-2-ylamino)pyridin-3-ylthio)-1-methyl-1H-imidazol-5-yl)methanol). Isolated yield 8.6%. As a reaction SMILES: [Br:1][C:2]1[CH:3]=[C:4]([S:15][C:16]2[N:17]([CH3:25])[C:18]([C:21](OC)=[O:22])=[CH:19][N:20]=2)[C:5]([NH:8][C:9]2[S:10][CH:11]=[C:12]([CH3:14])[N:13]=2)=[N:6][CH:7]=1.CC(C[AlH]CC(C)C)C>C1COCC1.[C@H](O)(C([O-])=O)[C@@H](O)C([O-])=O.[Na+].[K+]>[Br:1][C:2]1[CH:3]=[C:4]([S:15][C:16]2[N:17]([CH3:25])[C:18]([CH2:21][OH:22])=[CH:19][N:20]=2)[C:5]([NH:8][C:9]2[S:10][CH:11]=[C:12]([CH3:14])[N:13]=2)=[N:6][CH:7]=1 |f:3.4.5|. Procedure: Methyl 2-(5-bromo-2-(4-methylthiazol-2-ylamino)pyridin-3-ylthio)-1-methyl-1H-imidazole-5-carboxylate (0.076 g, 0.17 mmol) dissolved in THF (5 mL) was cooled to 0° C. DIBAL-H (1M in hexanes, 0.52 mL, 0.52 mmol) was added. After 15 minutes, DIBAL-H (0.52 mL, 0.52 mmol) was added again. The solution was diluted with a saturated solution of Rochelle's Salt (10 mL) and the solution stirred overnight. The material was extracted with dichloromethane and the organic layer was dried, and concentrated. Re... The reactants are N1C=NC=C1 (imidazole), [Si](C)(C)(C(C)(C)C)Cl (tert-butyl-dimethylsilyl chloride), C(C)(C)(C)OC(=O)N[C@@](C(=O)O)(CC=C)CO ((S)-2-tert-butoxycarbonylamino-2-hydroxymethylpent-4-enoic acid). The solvent is CN(C=O)C (dimethylformamide). Reaction conditions: time 14 hour. Yields the product C(C)(C)(C)OC(=O)N[C@@](C(=O)O)(CC=C)CO[Si](C)(C)C(C)(C)C ((S)-2-tert-Butoxycarbonylamino-2-(tert-butyldimethylsilanyloxymethyl)-pent-4-enoic acid). Reaction SMILES: [C:1]([O:5][C:6]([NH:8][C@:9]([CH2:16][OH:17])([CH2:13][CH:14]=[CH2:15])[C:10]([OH:12])=[O:11])=[O:7])([CH3:4])([CH3:3])[CH3:2].N1C=CN=C1.[Si:23](Cl)([C:26]([CH3:29])([CH3:28])[CH3:27])([CH3:25])[CH3:24]>CN(C)C=O>[C:1]([O:5][C:6]([NH:8][C@:9]([CH2:16][O:17][Si:23]([C:26]([CH3:29])([CH3:28])[CH3:27])([CH3:25])[CH3:24])([CH2:13][CH:14]=[CH2:15])[C:10]([OH:12])=[O:11])=[O:7])([CH3:4])([CH3:3])[CH3:2]. Procedure details: 1.3 g of (S)-2-tert-butoxycarbonylamino-2-hydroxymethylpent-4-enoic acid were dissolved in 10 ml of dimethylformamide. 1.44 g of imidazole and 1.7 g of tert-butyl-dimethylsilyl chloride were added thereto. The mixture was stirred at room temperature for 14 h and then partitioned between 150 ml of water and 200 ml of diethyl ether. The aqueous phase was extracted twice with 100 ml of diethyl ether each time, and the combined organic phases were dried with MgSO4. The solvents were removed in vacuo... Procedure details: 5-[(E)-2-Phenylethenyl]-1,3,4-oxathiazol-2-one (1.4 g, 7.0 mmol) was mixed with ethyl cyanoformate (2.4 g, 25 mmol) in xylenes, and heated to reflux for 3 h. The reaction mixture was concentrated in vacuo, and the resulting material was recrystallized from ethyl acetate-ethanol (1:1) to give ethyl 3-[(E)-2-phenylethenyl]-1,2,4-thiadiazole-5-carboxylate (1.2 g, 66% yield) as a light yellow solid. M.p. 79–80° C. 1H NMR (CDCl3, 300 MHz) δ 7.98 (d, J=16 Hz, 1H), 7.61 (m, 2H), 7.40 (m, 3H), 7.29 (d, ... Starting materials: C1(=CC=CC=C1)/C=C/C1=NSC(O1)=O (5-[(E)-2-Phenylethenyl]-1,3,4-oxathiazol-2-one), C(#N)C(=O)OCC (ethyl cyanoformate). Reaction SMILES: [C:1]1(/[CH:7]=[CH:8]/[C:9]2OC(=O)[S:11][N:10]=2)[CH:6]=[CH:5][CH:4]=[CH:3][CH:2]=1.[C:15]([C:17]([O:19][CH2:20][CH3:21])=[O:18])#[N:16]>>[C:1]1(/[CH:7]=[CH:8]/[C:9]2[N:16]=[C:15]([C:17]([O:19][CH2:20][CH3:21])=[O:18])[S:11][N:10]=2)[CH:6]=[CH:5][CH:4]=[CH:3][CH:2]=1. Isolated yield 65.9%. Product: C1(=CC=CC=C1)/C=C/C1=NSC(=N1)C(=O)OCC (ethyl 3-[(E)-2-phenylethenyl]-1,2,4-thiadiazole-5-carboxylate). Run in xylenes.